Dataset: the Open Reaction Database (ORD), a public repository of structured organic reaction records. Task: describe an organic reaction: reactants, conditions, products, and yield Reported procedure: The title compound was prepared from 4-methoxybenzaldehyde (5.2 g, 38 mmol) by subjecting it to Grignard's reaction with 1-n-bromopropane by the method described in example 1(i) to give 1-(4-methoxyphenyl)-n-butanol of formula 3 (6.7 g, yield 98%). The secondary alcohol (5.55 g, 30 mmol) was subjected to Vilsmeier reaction with dimethyl formamide-phosphorous oxychloride as described in example 1 (ii) to furnish 2-formyl-1-(4-methoxyphenyl)-1-butene of formula 4 (4.0 g, 70%). The resulting aldehy... Yields the product COC1=CC=C(C=C1)/C=C(/C=C/C(=O)N1CCCCC1)\CC (5-(4-methoxyphenyl)-4-ethyl-2E,4E-pentadienoic acid piperidide), formula 1a. Yield: 60.0%. As a reaction SMILES: [CH3:1][O:2][C:3]1[CH:8]=[CH:7][C:6](/[CH:9]=[C:10](\[CH2:16][CH3:17])/[CH:11]=[CH:12]/[C:13]([OH:15])=O)=[CH:5][CH:4]=1.S(Cl)(Cl)=O.O[CH:23]1[CH2:28][CH2:27][NH:26][CH2:25][CH2:24]1>>[CH3:1][O:2][C:3]1[CH:4]=[CH:5][C:6](/[CH:9]=[C:10](\[CH2:16][CH3:17])/[CH:11]=[CH:12]/[C:13]([N:26]2[CH2:27][CH2:28][CH2:23][CH2:24][CH2:25]2)=[O:15])=[CH:7][CH:8]=1. Reactants: COC1=CC=C(C=C1)/C=C(/C=C/C(=O)O)\CC (5-(4-methoxyphenyl)-4-ethyl-2E,4E-pentadienoic acid), acid chloride, S(=O)(Cl)Cl (thionyl chloride), OC1CCNCC1 (4-hydroxypiperidine).